From a dataset of the Open Reaction Database (ORD), a public repository of structured organic reaction records. describe an organic reaction: reactants, conditions, products, and yield Starting materials: O (H2O), COC1=CC=C(C=C1)CC#N (4-methoxyphenylacetonitrile), [Li]C (MeLi), CI (MeI). Solvent: C1CCOC1 (THF). Conditions: time 3 hour. Yields the product COC1=CC=C(C=C1)C(C#N)C (2-(4-methoxyphenyl)propionitrile). Isolated yield 112.8%. Reaction SMILES: [CH3:1][O:2][C:3]1[CH:8]=[CH:7][C:6]([CH2:9][C:10]#[N:11])=[CH:5][CH:4]=1.[Li][CH3:13].CI.O>C1COCC1>[CH3:1][O:2][C:3]1[CH:8]=[CH:7][C:6]([CH:9]([CH3:13])[C:10]#[N:11])=[CH:5][CH:4]=1. Procedure: To a mixture of 4-methoxyphenylacetonitrile (17 g, 0.11 mol) and MeLi (1M; 100 ml, 0.11 mol) in THF (200 ml) was added MeI (32 g, 0.22 mol) at -78° C. After the mixture was stirred for 3 hours, the mixture was poured into H2O (100 ml), and extracted with AcOEt. The combined extracts were dried (Na2SO4), and concentrated to give a yellow oil (20 g), which was purified by a column chromatography on silica gel to give Compound 13 as a colorless oil (11 g, 62%). Conditions: temperature 90 celsius, time 2 hour. As a reaction SMILES: C([N:4]1[C:13]2[C:12]3=[N:14][C:15]([CH3:19])=[C:16]([CH2:17][OH:18])[N:11]3[CH:10]=[CH:9][C:8]=2[C@@H:7]([O:20][CH2:21][CH2:22][OH:23])[C@H:6]([O:24]C(=O)C(C)(C)C)[C@H:5]1[C:31]1[CH:36]=[CH:35][CH:34]=[CH:33][CH:32]=1)(=O)C.C(=O)([O-])[O-].[K+].[K+]>NC(O)C>[OH:18][CH2:17][C:16]1[N:11]2[CH:10]=[CH:9][C:8]3[C@@H:7]([O:20][CH2:21][CH2:22][OH:23])[C@H:6]([OH:24])[C@@H:5]([C:31]4[CH:36]=[CH:35][CH:34]=[CH:33][CH:32]=4)[NH:4][C:13]=3[C:12]2=[N:14][C:15]=1[CH3:19] |f:1.2.3|. The reactants are C(C)(=O)N1[C@@H]([C@H]([C@@H](C=2C=CN3C(C12)=NC(=C3CO)C)OCCO)OC(C(C)(C)C)=O)C3=CC=CC=C3 ((7R,8R,9R)-10-acetyl-3-hydroxymethyl-7-(2-hydroxyethoxy)-2-methyl-9-phenyl-8-pivaloyloxy-7.8.9.10-tetrahydroimidazo[1.2-h][1.7]naphthyridine), C([O-])([O-])=O.[K+].[K+] (potassium carbonate). Procedure details: A suspension of 0.17 g (0.30 mmol) (7R,8R,9R)-10-acetyl-3-hydroxymethyl-7-(2-hydroxyethoxy)-2-methyl-9-phenyl-8-pivaloyloxy-7.8.9.10-tetrahydroimidazo[1.2-h][1.7]naphthyridine and 0.30 g (2.10 mmol) potassium carbonate in aminoethanol is stirred at 90° C. for 2 h. The reaction is quenched by adding the mixture directly of silica gel for purification by column chromatography (dichloromethane/methanol: 13/1) to give 0.02 g (0.06 mmol/19%) of the title compound as a armorph solid. 1H-NMR (200 MHz, ... Yields the product OCC1=C(N=C2N1C=CC=1[C@H]([C@@H]([C@H](NC21)C2=CC=CC=C2)O)OCCO)C ((7R,8R,9R)-3-Hydroxymethyl-8-hydroxy-7-(2-hydroxyethoxy)-2-methyl-9-phenyl-7.8.9.10-tetrahydroimidazo[1.2-h][1.7]naphthyridine). Solvent: NC(C)O (aminoethanol). The product is C(OC(C)C)(OCCN(C)C)=O (isopropyl 2-dimethylaminoethyl carbonate). Starting materials: CN(C)CCO (2-(N,N-dimethylamino)ethanol), C(OC)(OC(C)C)=O (methyl isopropyl carbonate). Procedure: reacting 2-(N,N-dimethylamino)ethanol with the methyl isopropyl carbonate formed in step i) in the presence of a transesterification catalyst to form isopropyl 2-dimethylaminoethyl carbonate and methanol, under such conditions that the 2-(N,N-dimethylamino)ethanol also reacts with the di-isopropyl carbonate formed in step i) to form more isopropyl 2-dimethylaminoethyl carbonate, As a reaction SMILES: [CH3:1][N:2]([CH2:4][CH2:5][OH:6])[CH3:3].[C:7](=O)([O:10][CH:11]([CH3:13])[CH3:12])[O:8]C>CO>[C:7](=[O:8])([O:6][CH2:5][CH2:4][N:2]([CH3:3])[CH3:1])[O:10][CH:11]([CH3:13])[CH3:12]. The solvent is CO (methanol). Reactants: [Si](C)(C)(C(C)(C)C)OC1CN(C1)C1=C(C=C(C=C1)N1C(O[C@H](C1)CO)=O)F (3-(4-(3-t-Butyldimethylsilyloxy-1-azetidinyl)-3-fluorophenyl)-5(R)-hydroxymethyloxazolidin-2-one), OC1=NOC=C1 (3-hydroxyisoxazole), C(CCC)P(CCCC)CCCC (tributylphosphine), N(=NC(=O)N1CCCCC1)C(=O)N1CCCCC1 (1,1′-(azodicarbonyl)dipiperidine). Run in O1CCCC1 (tetrahydrofuran). Reaction conditions: time 18 hour. Product: [Si](C)(C)(C(C)(C)C)OC1CN(C1)C1=C(C=C(C=C1)N1C(O[C@H](C1)COC1=NOC=C1)=O)F (3-(4-(3-t-Butyldimethylsilyloxy-1-azetidinyl)-3-fluorophenyl)-5(R)-(isoxazol-3-yl-oxymethyl)oxazolidin-2-one). As a reaction SMILES: [Si:1]([O:8][CH:9]1[CH2:12][N:11]([C:13]2[CH:18]=[CH:17][C:16]([N:19]3[CH2:23][C@H:22]([CH2:24][OH:25])[O:21][C:20]3=[O:26])=[CH:15][C:14]=2[F:27])[CH2:10]1)([C:4]([CH3:7])([CH3:6])[CH3:5])([CH3:3])[CH3:2].O[C:29]1[CH:33]=[CH:32][O:31][N:30]=1.C(P(CCCC)CCCC)CCC.N(C(N1CCCCC1)=O)=NC(N1CCCCC1)=O>O1CCCC1>[Si:1]([O:8][CH:9]1[CH2:10][N:11]([C:13]2[CH:18]=[CH:17][C:16]([N:19]3[CH2:23][C@H:22]([CH2:24][O:25][C:29]4[CH:33]=[CH:32][O:31][N:30]=4)[O:21][C:20]3=[O:26])=[CH:15][C:14]=2[F:27])[CH2:12]1)([C:4]([CH3:7])([CH3:5])[CH3:6])([CH3:3])[CH3:2]. Procedure details: 3-(4-(3-t-Butyldimethylsilyloxy-1-azetidinyl)-3-fluorophenyl)-5(R)-hydroxymethyloxazolidin-2-one (WO 96/13502; 2.47 g, 6.25 mmol), 3-hydroxyisoxazole (580 mg, 6.86 mmol), and tributylphosphine (1.58 g, 7.8 mmol) were dissolved by stirring in dry tetrahydrofuran (100 ml) under nitrogen. The mixture was cooled in an ice-bath, and 1,1′-(azodicarbonyl)dipiperidine (1.96 g, 7.8 mmol) added dropwise over 10 minutes. The solution was stirred 18 hours, allowing the temperature to rise to ambient. Reduce...